This data is from the Open Reaction Database (ORD), a public repository of structured organic reaction records. The task is: describe an organic reaction: reactants, conditions, products, and yield Starting materials: C(CCC)C1=CN(C=2CCCCC2C1=O)CC1=CC=C(C=C1)C=1C(=CC=CC1)C(=O)OC (Methyl 4'-[(3-butyl-1,4,5,6,7,8-hexahydro-4-oxo-1-quinolinyl)-methyl](1,1'-biphenyl)-2-carboxylate), C(C)(=O)O (acetic acid). The solvent is [OH-].[Na+] (sodium hydroxide). Run at temperature 60 celsius. Yields the product C(CCC)C1=CN(C=2CCC(CC2C1=O)C)CC1=CC=C(C=C1)C=1C(=CC=CC1)C(=O)O (4'-[(3-butyl-1,4,5,6,7,8-hexahydro-6-methyl-4-oxo-1-quinolinyl)methyl)(1,1'-biphenyl)-2-carboxylic acid). RXN SMILES: [CH2:1]([C:5]1[C:14](=[O:15])[C:13]2[CH2:12][CH2:11][CH2:10][CH2:9][C:8]=2[N:7]([CH2:16][C:17]2[CH:22]=[CH:21][C:20]([C:23]3[C:24]([C:29]([O:31]C)=[O:30])=[CH:25][CH:26]=[CH:27][CH:28]=3)=[CH:19][CH:18]=2)[CH:6]=1)[CH2:2][CH2:3][CH3:4].[C:33](O)(=O)C>[OH-].[Na+]>[CH2:1]([C:5]1[C:14](=[O:15])[C:13]2[CH2:12][CH:11]([CH3:33])[CH2:10][CH2:9][C:8]=2[N:7]([CH2:16][C:17]2[CH:18]=[CH:19][C:20]([C:23]3[C:24]([C:29]([OH:31])=[O:30])=[CH:25][CH:26]=[CH:27][CH:28]=3)=[CH:21][CH:22]=2)[CH:6]=1)[CH2:2][CH2:3][CH3:4] |f:2.3|. Reported procedure: Using the procedure of Example 31, 0.4 g of product A of Example 32 in 10 ml of 2N sodium hydroxide were reacted. The mixture was stirred over-night at about 60° C. and the medium was cooled to ambient temperature, acidified with glacial acetic acid, decanted, impasted in a solution of 2N hydrochloric acid, separated, dried and crystallized from 50 ml of an ethanol-water 49-1 mixture to obtain 0.220 g of the expected product melting at 255° C. Reactants: BrCc1ccc2ccccc2c1, CCOC1CN(C(=O)OC(C)(C)C)CC(O)C1c1ccc(OCCCOCc2ccccc2)cc1, CN(C)C=O, [H-], [Na+]. Product: CCOC1CN(C(=O)OC(C)(C)C)CC(OCc2ccc3ccccc3c2)C1c1ccc(OCCCOCc2ccccc2)cc1. As a reaction SMILES: [Br:36][CH2:37][c:38]1[cH:39][c:40]2[cH:41][cH:42][cH:43][cH:44][c:45]2[cH:46][cH:47]1.[C:1]([CH3:2])([CH3:3])([CH3:4])[O:5][C:6](=[O:7])[N:8]1[CH2:9][CH:10]([OH:35])[CH:11]([c:17]2[cH:18][cH:19][c:20]([O:23][CH2:24][CH2:25][CH2:26][O:27][CH2:28][c:29]3[cH:30][cH:31][cH:32][cH:33][cH:34]3)[cH:21][cH:22]2)[CH:12]([O:14][CH2:15][CH3:16])[CH2:13]1.[CH3:50][N:51]([CH3:52])[CH:53]=[O:54].[H-:48].[Na+:49]>>[C:1]([CH3:2])([CH3:3])([CH3:4])[O:5][C:6](=[O:7])[N:8]1[CH2:9][CH:10]([O:35][CH2:37][c:38]2[cH:39][c:40]3[cH:41][cH:42][cH:43][cH:44][c:45]3[cH:46][cH:47]2)[CH:11]([c:17]2[cH:18][cH:19][c:20]([O:23][CH2:24][CH2:25][CH2:26][O:27][CH2:28][c:29]3[cH:30][cH:31][cH:32][cH:33][cH:34]3)[cH:21][cH:22]2)[CH:12]([O:14][CH2:15][CH3:16])[CH2:13]1. The solvent is CC(=O)O (AcOH). Reported procedure: To a solution of 5-fluoro-3-(hydroxyimino-methyl)-1-naphthalen-1-ylmethyl-1H-indole-2-carboxylic acid ethyl ester (1.17 g) in AcOH (75 ml) was added at 22° C. sodium acetate (4.9 g) followed by portion wise addition of zinc dust (0.78 g) and stirring was continued at 22° C. for 3 h. The mixture was evaporated and the residue partitioned between ice-cold aqueous 2 N NaOH and t-butylmethyl ether. The aqueous layer was extracted several times; the combined organic layers were dried and evaporated. ... Reagents/catalysts: [Zn] (zinc). RXN SMILES: [CH2:1]([O:3][C:4]([C:6]1[N:7]([CH2:19][C:20]2[C:29]3[C:24](=[CH:25][CH:26]=[CH:27][CH:28]=3)[CH:23]=[CH:22][CH:21]=2)[C:8]2[C:13]([C:14]=1[CH:15]=[N:16]O)=[CH:12][C:11]([F:18])=[CH:10][CH:9]=2)=[O:5])[CH3:2].C([O-])(=O)C.[Na+]>CC(O)=O.[Zn]>[CH2:1]([O:3][C:4]([C:6]1[N:7]([CH2:19][C:20]2[C:29]3[C:24](=[CH:25][CH:26]=[CH:27][CH:28]=3)[CH:23]=[CH:22][CH:21]=2)[C:8]2[C:13]([C:14]=1[CH2:15][NH2:16])=[CH:12][C:11]([F:18])=[CH:10][CH:9]=2)=[O:5])[CH3:2] |f:1.2|. The product is C(C)OC(=O)C=1N(C2=CC=C(C=C2C1CN)F)CC1=CC=CC2=CC=CC=C12 (3-aminomethyl-5-fluoro-1-naphthalen-1-ylmethyl-1H-indole-2-carboxylic acid ethyl ester). The reactants are C(C)OC(=O)C=1N(C2=CC=C(C=C2C1C=NO)F)CC1=CC=CC2=CC=CC=C12 (5-fluoro-3-(hydroxyimino-methyl)-1-naphthalen-1-ylmethyl-1H-indole-2-carboxylic acid ethyl ester), C(C)(=O)[O-].[Na+] (sodium acetate). Conditions: time 3 hour. Reactants: C(C)(C)(C)OC(=O)C1=C(C=CC=C1)C1=CC=C(C=C1)CN1C(=NC(=C1C(=O)O)C(C(C)(C)C)O)CCC (1-[(2'-t-butoxycarbonylbiphenyl-4-yl)methyl]-4-(1-hydroxy-2,2-dimethylpropyl)-2-propylimidazole-5-carboxylic acid), ON1C(CCC1=O)=O (N-hydroxysuccinimide), N,N-dicyclohexylcarbodiimide. The product is C(C)(C)(C)OC(=O)C1=C(C=CC=C1)C1=CC=C(C=C1)CN1C(=NC(=C1C(=O)ON1C(CCC1=O)=O)C(C(C)(C)C)O)CCC (Succinimido 1-[(2'-t-Butoxycarbonylbiphenyl-4-yl)methyl)-4-(1-hydroxy-2,2-dimethylpropyl)-2-propylimidazole-5-carboxylate). Isolated yield 89.8%. Reaction SMILES: [C:1]([O:5][C:6]([C:8]1[CH:13]=[CH:12][CH:11]=[CH:10][C:9]=1[C:14]1[CH:19]=[CH:18][C:17]([CH2:20][N:21]2[C:25]([C:26]([OH:28])=[O:27])=[C:24]([CH:29]([OH:34])[C:30]([CH3:33])([CH3:32])[CH3:31])[N:23]=[C:22]2[CH2:35][CH2:36][CH3:37])=[CH:16][CH:15]=1)=[O:7])([CH3:4])([CH3:3])[CH3:2].O[N:39]1[C:43](=[O:44])[CH2:42][CH2:41][C:40]1=[O:45]>>[C:1]([O:5][C:6]([C:8]1[CH:13]=[CH:12][CH:11]=[CH:10][C:9]=1[C:14]1[CH:19]=[CH:18][C:17]([CH2:20][N:21]2[C:25]([C:26]([O:28][N:39]3[C:43](=[O:44])[CH2:42][CH2:41][C:40]3=[O:45])=[O:27])=[C:24]([CH:29]([OH:34])[C:30]([CH3:33])([CH3:32])[CH3:31])[N:23]=[C:22]2[CH2:35][CH2:36][CH3:37])=[CH:16][CH:15]=1)=[O:7])([CH3:4])([CH3:3])[CH3:2]. Procedure details: Following a procedure similar to that described in Example 52(a), but using 300 mg of 1-[(2'-t-butoxycarbonylbiphenyl-4-yl)methyl]-4-(1-hydroxy-2,2-dimethylpropyl)-2-propylimidazole-5-carboxylic acid [prepared as described in step (e) above], 110 mg of N-hydroxysuccinimide and 130 mg of N,N-dicyclohexylcarbodiimide, 321 mg of the title compound were obtained as an amorphous solid. Procedure: 360 mg (1.05 mmol) 2-(2-Trichloromethyl-1H-benzoimidazole-5-sulfonyl)-ethanol were added to a mixture of 225.4 mg (1.05 equiv.) 1-isopropyl-piperidine-4-ylamine-dihydrochloride and 880 mg (10 equiv.) NaHCO3 in 6 mL THF and 3 mL H2O and stirred vigorously for 2 h at room temperature. The reaction mixture was diluted with dichloromethane and washed with a saturated NaHCO3-solution and brine. The organic layer was dried over MgSO4 and concentrated. The obtained product was pure enough for further r... Starting materials: ClC(C1=NC2=C(N1)C=CC(=C2)S(=O)(=O)CCO)(Cl)Cl (2-(2-Trichloromethyl-1H-benzoimidazole-5-sulfonyl)-ethanol), Cl.Cl.C(C)(C)N1CCC(CC1)N (1-isopropyl-piperidine-4-ylamine-dihydrochloride), C(=O)(O)[O-].[Na+] (NaHCO3). As a reaction SMILES: Cl[C:2](Cl)(Cl)[C:3]1[NH:7][C:6]2[CH:8]=[CH:9][C:10]([S:12]([CH2:15][CH2:16][OH:17])(=[O:14])=[O:13])=[CH:11][C:5]=2[N:4]=1.Cl.Cl.[CH:22]([N:25]1[CH2:30][CH2:29][CH:28]([NH2:31])[CH2:27][CH2:26]1)([CH3:24])[CH3:23].C([O-])(O)=[O:33].[Na+]>C1COCC1.O.ClCCl>[CH:22]([N:25]1[CH2:30][CH2:29][CH:28]([NH:31][C:2]([C:3]2[NH:7][C:6]3[CH:8]=[CH:9][C:10]([S:12]([CH2:15][CH2:16][OH:17])(=[O:14])=[O:13])=[CH:11][C:5]=3[N:4]=2)=[O:33])[CH2:27][CH2:26]1)([CH3:24])[CH3:23] |f:1.2.3,4.5|. Run in C1CCOC1 (THF), O (H2O), ClCCl (dichloromethane). Conditions: time 2 hour. The product is C(C)(C)N1CCC(CC1)NC(=O)C1=NC2=C(N1)C=CC(=C2)S(=O)(=O)CCO (5-(2-Hydroxy-ethanesulfonyl)-1H-benzoimidazole-2-carboxylic acid (1-isopropyl-piperidin-4-yl)-amide).